From a dataset of the Open Reaction Database (ORD), a public repository of structured organic reaction records. describe an organic reaction: reactants, conditions, products, and yield The reactants are CC(=O)O, CCO, CCOC(=O)c1c(Nc2ccccc2N)cc(C)n1C, [Na]. The product is Cc1cc2c(n1C)C(=O)Nc1ccccc1N2. As a reaction SMILES: [CH3:22][C:23](=[O:24])[OH:25].[CH3:26][CH2:27][OH:28].[NH2:1][c:2]1[c:3]([NH:8][c:9]2[c:10]([C:16]([O:18][CH2:17][CH3:19])=[O:20])[n:11]([CH3:15])[c:12]([CH3:14])[cH:13]2)[cH:4][cH:5][cH:6][cH:7]1.[Na:21]>>[NH:1]1[c:2]2[c:3]([cH:4][cH:5][cH:6][cH:7]2)[NH:8][c:9]2[c:10]([n:11]([CH3:15])[c:12]([CH3:14])[cH:13]2)[C:16]1=[O:18].